Dataset: the Open Reaction Database (ORD), a public repository of structured organic reaction records. Task: describe an organic reaction: reactants, conditions, products, and yield Starting materials: ClC1=C(CN)C=CC=C1 (2-chlorobenzylamine), ClC(Cl)(OC(OC(Cl)(Cl)Cl)=O)Cl (triphosgene), C(=O)(O)[O-].[Na+] (NaHCO3). The solvent is C(Cl)Cl (CH2Cl2), O (H2O). Run at time 16 hour. The product is ClC1=C(CN=C=O)C=CC=C1 (2chlorobenzylisocyanate). Yield: 232.7%. Reaction SMILES: [Cl:1][C:2]1[CH:9]=[CH:8][CH:7]=[CH:6][C:3]=1[CH2:4][NH2:5].Cl[C:11](Cl)([O:13]C(=O)OC(Cl)(Cl)Cl)Cl.C([O-])(O)=O.[Na+]>C(Cl)Cl.O>[Cl:1][C:2]1[CH:9]=[CH:8][CH:7]=[CH:6][C:3]=1[CH2:4][N:5]=[C:11]=[O:13] |f:2.3|. Reported procedure: To a solution of 2-chlorobenzylamine (1.0 g, 7.06 mmol) in a mixture of CH2Cl2 and H2O (10 mL/10 mL), triphosgene (838 mg, 2.82 mmol) and NaHCO3 (1.78 g, 21.2 mmol) were added. The reaction mixture was stirred at room temperature for 16 hours. Then the reaction mixture was partitioned between CH2Cl2 and water. The combined organic layers are dried over MgSO4 and filtered. The solvent was evaporated to give the desired product (1.1 g, 93%). EI-MS m/z 168.7 (M+). The reactants are O.COC1=CC=[N+](C=C1)[O-] (4-Methoxypyridine-1-oxide hydrate), I(=O)(=O)C1=C(C(=O)O)C=CC=C1 (2-iodoxybenzoic acid), C(C(C)C)(=O)C1C(OC2(C1)CCOCC2)=O (3-isobutyryl-1,8-dioxaspiro[4.5]decan-2-one). Run in CS(=O)C (dimethylsulfoxide), C([O-])(O)=O.[Na+] (sodium bicarbonate), O (water). Reaction conditions: time 20 minute. The product is C(C(C)C)(=O)C=1C(OC2(C1)CCOCC2)=O (3-Isobutyryl-1,8-dioxaspiro[4.5]dec-3-en-2-one). As a reaction SMILES: O.COC1C=C[N+]([O-])=CC=1.I(C1C=CC=CC=1C(O)=O)(=O)=O.[C:23]([CH:28]1[CH2:32][C:31]2([CH2:37][CH2:36][O:35][CH2:34][CH2:33]2)[O:30][C:29]1=[O:38])(=[O:27])[CH:24]([CH3:26])[CH3:25]>CS(C)=O.C(=O)(O)[O-].[Na+].O>[C:23]([C:28]1[C:29](=[O:38])[O:30][C:31]2([CH2:37][CH2:36][O:35][CH2:34][CH2:33]2)[CH:32]=1)(=[O:27])[CH:24]([CH3:26])[CH3:25] |f:0.1,5.6|. Reported procedure: 2.16 g 4-Methoxypyridine-1-oxide hydrate and 5.57 g 2-iodoxybenzoic acid (45 wt-%) are suspended in 20 ml dimethylsulfoxide and stirred for 20 minutes until all material has dissolved. Then 3.0 g 3-isobutyryl-1,8-dioxaspiro[4.5]decan-2-one are added and the mixture is stirred for 24 hours. The mixture is diluted with saturated solution of sodium bicarbonate in water and the formed precipitate is filtered off. The mother liquor is extracted for three times with ethylacetate. The combined organic ...